From a dataset of the Open Reaction Database (ORD), a public repository of structured organic reaction records. describe an organic reaction: reactants, conditions, products, and yield The reactants are hydrocarbon, C(C)(C)C1CCC(C=2CC=C(CC12)C)(C)C (1-isopropyl-4,4,7-trimethyl-1,2,3,4,5,8-hexahydronaphthalene), P(=O)(O)([O-])[O-].[Na+].[Na+] (disodium hydrogen phosphate), C(C)(C)(C)OO (tert.butyl hydroperoxide). Reagents/catalysts: [C-]#[O+].[C-]#[O+].[C-]#[O+].[C-]#[O+].[C-]#[O+].[C-]#[O+].[Mo] (molybdenum hexacarbonyl). The solvent is ClC(C)Cl (dichloroethane). Yields the product O1C2CC=3C(CCC(C3CC21C)C(C)C)(C)C (6,7-epoxy-1-isopropyl-4,4,7-trimethyl1,2,3,4,5,6,7,8-octahydronaphthalene). Reaction SMILES: [CH:1]([CH:4]1[C:13]2[CH2:12][C:11]([CH3:14])=[CH:10][CH2:9][C:8]=2[C:7]([CH3:16])([CH3:15])[CH2:6][CH2:5]1)([CH3:3])[CH3:2].P([O-])([O-])(O)=[O:18].[Na+].[Na+].C(OO)(C)(C)C>ClC(Cl)C.[C-]#[O+].[C-]#[O+].[C-]#[O+].[C-]#[O+].[C-]#[O+].[C-]#[O+].[Mo]>[O:18]1[C:11]2([CH3:14])[CH:10]1[CH2:9][C:8]1[C:7]([CH3:16])([CH3:15])[CH2:6][CH2:5][CH:4]([CH:1]([CH3:3])[CH3:2])[C:13]=1[CH2:12]2 |f:1.2.3,6.7.8.9.10.11.12|. Reported procedure: 105 g of a hydrocarbon mixture containing (according to GC) 56% of 1-isopropyl-4,4,7-trimethyl-1,2,3,4,5,8-hexahydronaphthalene (IIo) are dissolved in 400 ml of dichloroethane and treated in accordance with Example 1, method C, with 1.1 g of molybdenum hexacarbonyl, 0.4 g of disodium hydrogen phosphate and 228 ml of a 2.8 molar tert.butyl hydroperoxide solution. After working-up, 115 g of crude product are obtained. By chromatography there is obtained pure 6,7-epoxy-1-isopropyl-4,4,7-trimethyl1,... Reported procedure: tert-Butyl 4-oxopiperidine-1-carboxylate (2.363 g, 11.86 mmol) was dissolved in toluene (7 mL) and cooled to 0° C. LHMDS (12.45 mL, 12.45 mmol) in THF was added. After 2 min 2-phenylpropanoyl chloride (0.855 mL, 5.93 mmol) was added. After 2 min the cooling bath was removed and after 5 min 1:1 acetic acid:water (3 ml) was added. The water phase was separated after hard stirring and the organic phase was dried with MgSO4 and the solvent was evaporated. Purification by flash column chromatography ... Yields the product O=C1C(CN(CC1)C(=O)OC(C)(C)C)C(C(C)C1=CC=CC=C1)=O (tert-butyl 4-oxo-3-(2-phenylpropanoyl)piperidine-1-carboxylate). Solvent: C1CCOC1 (THF), C1(=CC=CC=C1)C (toluene). Yield: 67.1%. As a reaction SMILES: [O:1]=[C:2]1[CH2:7][CH2:6][N:5]([C:8]([O:10][C:11]([CH3:14])([CH3:13])[CH3:12])=[O:9])[CH2:4][CH2:3]1.[Li+].C[Si]([N-][Si](C)(C)C)(C)C.[C:25]1([CH:31]([CH3:35])[C:32](Cl)=[O:33])[CH:30]=[CH:29][CH:28]=[CH:27][CH:26]=1>C1(C)C=CC=CC=1.C1COCC1>[O:1]=[C:2]1[CH2:3][CH2:4][N:5]([C:8]([O:10][C:11]([CH3:14])([CH3:13])[CH3:12])=[O:9])[CH2:6][CH:7]1[C:32](=[O:33])[CH:31]([C:25]1[CH:30]=[CH:29][CH:28]=[CH:27][CH:26]=1)[CH3:35] |f:1.2|. Conditions: temperature 0 celsius. The reactants are [Li+].C[Si](C)(C)[N-][Si](C)(C)C (LHMDS), O=C1CCN(CC1)C(=O)OC(C)(C)C (tert-Butyl 4-oxopiperidine-1-carboxylate), C1(=CC=CC=C1)C(C(=O)Cl)C (2-phenylpropanoyl chloride). The reactants are CC(CN)(C)C1=CC=CC=C1 (2-methyl-2-phenylpropylamine), C(=O)O (formic acid), C(=O)O (formic acid). The solvent is O (water). Run at temperature 200 celsius. Yields the product CC1(CN=CC2=CC=CC=C12)C (4,4-Dimethyl-3,4-dihydroisoquinoline). The yield is 79.0%. As a reaction SMILES: [CH3:1][C:2]([C:6]1[CH:11]=[CH:10][CH:9]=[CH:8][CH:7]=1)([CH3:5])[CH2:3][NH2:4].[CH:12](O)=O>O>[CH3:5][C:2]1([CH3:1])[C:6]2[C:11](=[CH:10][CH:9]=[CH:8][CH:7]=2)[CH:12]=[N:4][CH2:3]1. Procedure: A mixture of 2-methyl-2-phenylpropylamine (7 g, 0.047 mol) and 96% formic acid (11 ml) was slowly heated to 200° C. and kept at this temperature for 1.25 hours during which time excess formic acid and water was allowed to distil. This mixture was added at 160° C. to a mixture of polyphosphoric acid (51 g) and phosphorous pentoxide (10.5 g) that had previously been heated at 170-180° C. for 1 hour. The resultant mixture was heated at 175° C. for 2 hours, before being cooled slightly and poured in...